This data is from the Open Reaction Database (ORD), a public repository of structured organic reaction records. The task is: describe an organic reaction: reactants, conditions, products, and yield The reactants are COC1=CC=C(C=C1)CN(S(=O)(=O)CCC(C(=O)OC)C1=C(C=C(C=C1)[N+](=O)[O-])F)CC1=CC=C(C=C1)OC (Methyl .alpha.-[2-[[bis[(4-methoxyphenyl)methyl]amino] sulfonyl]ethyl]-2-fluoro-4-nitrobenzeneacetate). Run in C(Cl)Cl (methylene chloride), FC(C(=O)O)(F)F (trifluoroacetic acid). Conditions: time 2 day. Yields the product NS(=O)(=O)CCC(C(=O)OC)C1=C(C=C(C=C1)[N+](=O)[O-])F (methyl .alpha.-[2-(aminosulfonyl)ethyl]-2-fluoro-4-nitrobenzeneacetate). Yield: 86.1%. RXN SMILES: COC1C=CC(C[N:10](CC2C=CC(OC)=CC=2)[S:11]([CH2:14][CH2:15][CH:16]([C:21]2[CH:26]=[CH:25][C:24]([N+:27]([O-:29])=[O:28])=[CH:23][C:22]=2[F:30])[C:17]([O:19][CH3:20])=[O:18])(=[O:13])=[O:12])=CC=1>C(Cl)Cl.FC(F)(F)C(O)=O>[NH2:10][S:11]([CH2:14][CH2:15][CH:16]([C:21]1[CH:26]=[CH:25][C:24]([N+:27]([O-:29])=[O:28])=[CH:23][C:22]=1[F:30])[C:17]([O:19][CH3:20])=[O:18])(=[O:12])=[O:13]. Reported procedure: Methyl .alpha.-[2-[[bis[(4-methoxyphenyl)methyl]amino] sulfonyl]ethyl]-2-fluoro-4-nitrobenzeneacetate (41.6 g, 74.3 mmol) is dissolved in methylene chloride (200 ml) and trifluoroacetic acid (50 ml). The solution is stirred for 2 days then the solvents evaporated. The residue is dissolved in ethyl acetate (750 ml) and washed with sodium bicarbonate solution (200 ml) and brine (100 ml). After drying (MgSO4), filtration and evaporation the title compound is obtained as a solid (20.5 g, 86%) mp 99-... The reactants are CN1CCC(CC1)C1=CNC2=CC=C(C=C12)/C=C/C(=O)N ((E)-3-[3-(1-Methyl-4-piperidinyl)-1H-indol-5-yl]propenamide), O (water). The reagents and catalysts are [Pd] (palladium on carbon). Run in Cl (hydrogen chloride). Conditions: time 24 hour. Product: CN1CCC(CC1)C1=CNC2=CC=C(C=C12)CCC(=O)N (3-(1-Methyl-4-piperidinyl)-1H-indole-5-propanamide). The yield is 28.7%. Reaction SMILES: [CH3:1][N:2]1[CH2:7][CH2:6][CH:5]([C:8]2[C:16]3[C:11](=[CH:12][CH:13]=[C:14](/[CH:17]=[CH:18]/[C:19]([NH2:21])=[O:20])[CH:15]=3)[NH:10][CH:9]=2)[CH2:4][CH2:3]1.O>Cl.[Pd]>[CH3:1][N:2]1[CH2:3][CH2:4][CH:5]([C:8]2[C:16]3[C:11](=[CH:12][CH:13]=[C:14]([CH2:17][CH2:18][C:19]([NH2:21])=[O:20])[CH:15]=3)[NH:10][CH:9]=2)[CH2:6][CH2:7]1. Procedure: A solution of the product of stage (ii) (650 mg) in ethanolic hydrogen chloride was hydrogenated over pre-reduced 10% palladium on carbon (0.20 g of a 50% w/w paste with water) at 25° and atmospheric pressure for 24 h. The catalyst was removed by filtration and the solvent evaporated in vacuo to give a foam. The residue was purified by flash column chromatography eluting with dichloromethane:ethanol:0.88 ammonia (50:8:1). Evaporation of the solvent in vacuo from the appropriate fractions gave th...